From a dataset of the Open Reaction Database (ORD), a public repository of structured organic reaction records. describe an organic reaction: reactants, conditions, products, and yield Starting materials: CC(NC(=O)OC(C)(C)C)C(=O)O, CCOc1ccc(NC(=O)C2=C(N)CCCC2)cc1, ClCCCl, ClCCl, CN1CCOCC1, On1nnc2ccccc21. The product is CCOc1ccc(NC(=O)C2=C(NC(=O)C(C)NC(=O)OC(C)(C)C)CCCC2)cc1. As a reaction SMILES: [C:20](=[O:21])([O:22][C:23]([CH3:24])([CH3:25])[CH3:26])[NH:27][CH:28]([CH3:29])[C:30](=[O:31])[OH:32].[CH2:1]([CH3:2])[O:3][c:4]1[cH:5][cH:6][c:7]([NH:10][C:11](=[O:12])[C:13]2=[C:14]([NH2:19])[CH2:15][CH2:16][CH2:17][CH2:18]2)[cH:8][cH:9]1.[CH2:33]([Cl:34])[CH2:35][Cl:36].[CH2:54]([Cl:55])[Cl:56].[CH3:47][N:48]1[CH2:49][CH2:50][O:51][CH2:52][CH2:53]1.[OH:37][n:38]1[c:39]2[c:40]([cH:41][cH:42][cH:43][cH:44]2)[n:45][n:46]1>>[CH2:1]([CH3:2])[O:3][c:4]1[cH:5][cH:6][c:7]([NH:10][C:11](=[O:12])[C:13]2=[C:14]([NH:19][C:30]([CH:28]([NH:27][C:20](=[O:21])[O:22][C:23]([CH3:24])([CH3:25])[CH3:26])[CH3:29])=[O:31])[CH2:15][CH2:16][CH2:17][CH2:18]2)[cH:8][cH:9]1. Starting materials: CS(=O)(=O)C1=CC=C(C=C1)C(=CC1CCOCC1)C1=CC=2C(=NC=C(C2)OC)N1 (2-[1-(4-methanesulfonyl-phenyl)-2-(tetrahydro-pyran-4-yl)-vinyl]-5-methoxy-1H-pyrrolo[2,3-b]pyridine). Reagents/catalysts: [Pd] (palladium on activated carbon). Solvent: CO (methanol). Reaction conditions: temperature 50 celsius. Yields the product CS(=O)(=O)C1=CC=C(C=C1)C(CC1CCOCC1)C1=CC=2C(=NC=C(C2)OC)N1 (2-[1-(4-methanesulfonyl-phenyl)-2-(tetrahydro-pyran-4-yl)-ethyl]-5-methoxy-1H-pyrrolo[2,3-b]pyridine). Isolated yield 43.9%. Reaction SMILES: [CH3:1][S:2]([C:5]1[CH:10]=[CH:9][C:8]([C:11]([C:19]2[NH:29][C:22]3=[N:23][CH:24]=[C:25]([O:27][CH3:28])[CH:26]=[C:21]3[CH:20]=2)=[CH:12][CH:13]2[CH2:18][CH2:17][O:16][CH2:15][CH2:14]2)=[CH:7][CH:6]=1)(=[O:4])=[O:3]>[Pd].CO>[CH3:1][S:2]([C:5]1[CH:6]=[CH:7][C:8]([CH:11]([C:19]2[NH:29][C:22]3=[N:23][CH:24]=[C:25]([O:27][CH3:28])[CH:26]=[C:21]3[CH:20]=2)[CH2:12][CH:13]2[CH2:18][CH2:17][O:16][CH2:15][CH2:14]2)=[CH:9][CH:10]=1)(=[O:3])=[O:4]. Procedure: A mixture of 2-[1-(4-methanesulfonyl-phenyl)-2-(tetrahydro-pyran-4-yl)-vinyl]-5-methoxy-1H-pyrrolo[2,3-b]pyridine (180 mg, 0.44 mmol) and 10% palladium on activated carbon (50 mg) in methanol (200 mL) was heated at 50° C. under hydrogen (50 psi) for 6 h. The mixture was cooled to room temperature. The catalyst was removed by filtration and washed with ethyl acetate. The filtrate was concentrated in vacuo and purified using a Waters automated flash system (column: Xterra 30 mm×100 mm, sample mana... Reactants: BrCCCC(=O)NC=1C(=NC(=CC1SC)C)SC (4-bromo-N-[2,4-bis(methylthio)-6-methyl-3-pyridyl]butanamide), SC=1OC2=C(N1)C=CC=C2 (2-mercaptobenzoxazole), C1COCCOCCOCCOCCOCCO1 (18-crown-6), C([O-])([O-])=O.[K+].[K+] (potassium carbonate). Run in CN(C)C=O (DMF), O (water). Reaction conditions: temperature 80 celsius, time 3 hour. The product is O1C(=NC2=C1C=CC=C2)SCCCC(=O)NC=2C(=NC(=CC2SC)C)SC (4-(benzoxazol-2-ylthio)-N-[2,4-bis(methylthio)-6-methyl-3-pyridyl]butanamide). The yield is 53.2%. RXN SMILES: Br[CH2:2][CH2:3][CH2:4][C:5]([NH:7][C:8]1[C:9]([S:17][CH3:18])=[N:10][C:11]([CH3:16])=[CH:12][C:13]=1[S:14][CH3:15])=[O:6].[SH:19][C:20]1[O:21][C:22]2[CH:28]=[CH:27][CH:26]=[CH:25][C:23]=2[N:24]=1.C1OCCOCCOCCOCCOCCOC1.C(=O)([O-])[O-].[K+].[K+]>O.CN(C=O)C>[O:21]1[C:22]2[CH:28]=[CH:27][CH:26]=[CH:25][C:23]=2[N:24]=[C:20]1[S:19][CH2:2][CH2:3][CH2:4][C:5]([NH:7][C:8]1[C:9]([S:17][CH3:18])=[N:10][C:11]([CH3:16])=[CH:12][C:13]=1[S:14][CH3:15])=[O:6] |f:3.4.5|. Procedure: To a DMF (2 ml) solution of this amide (105 mg, 0.3 mmol) and 2-mercaptobenzoxazole (50 mg, 0.33 mmol) were added 18-crown-6 (8 mg, 0.03 mmol) and potassium carbonate (50 mg, 0.36 mmol), and the mixture was stirred at 80° C. for 3 hours. The reaction mixture was diluted with water, and then extracted with ethyl acetate. The organic layer was washed with water and then with a saturated aqueous solution of sodium chloride, and dried over sodium sulfate. Subsequently, the solvent was distilled off,... The reactants are C(C)(=O)O[C@H]1C[C@@H](CC2=CC[C@H]3[C@@H]4CC=C([C@@H](CO)C)[C@]4(CC[C@@H]3[C@@]12C)C)OC(C)=O ((20S)-20-methylpregna-5,16-diene-1α,3β,21-triol 1,3-diacetate), [H][H] (hydrogen). The reagents and catalysts are [Pt] (platinum on charcoal). Solvent: C(C)O (ethanol). The product is C(C)(=O)O[C@H]1C[C@@H](CC2=CC[C@H]3[C@@H]4CC[C@H]([C@@H](CO)C)[C@]4(CC[C@@H]3[C@@]12C)C)OC(C)=O ((20S)-20-methylpregn-5-ene-1α,3β,21-triol 1,3-diacetate). Yield: 86.2%. Reaction SMILES: [C:1]([O:4][C@@H:5]1[C@@:25]2([CH3:26])[C:9](=[CH:10][CH2:11][C@@H:12]3[C@@H:24]2[CH2:23][CH2:22][C@@:21]2([CH3:27])[C@H:13]3[CH2:14][CH:15]=[C:16]2[C@H:17]([CH3:20])[CH2:18][OH:19])[CH2:8][C@@H:7]([O:28][C:29](=[O:31])[CH3:30])[CH2:6]1)(=[O:3])[CH3:2].[H][H]>C(O)C.[Pt]>[C:1]([O:4][C@@H:5]1[C@@:25]2([CH3:26])[C:9](=[CH:10][CH2:11][C@@H:12]3[C@@H:24]2[CH2:23][CH2:22][C@@:21]2([CH3:27])[C@H:13]3[CH2:14][CH2:15][C@@H:16]2[C@H:17]([CH3:20])[CH2:18][OH:19])[CH2:8][C@@H:7]([O:28][C:29](=[O:31])[CH3:30])[CH2:6]1)(=[O:3])[CH3:2]. Procedure details: To a solution of 860 mg (2.0 mmol) of (20S)-20-methylpregna-5,16-diene-1α,3β,21-triol 1,3-diacetate in 50 ml of absolute ethanol was added 89 mg of 5% platinum on charcoal. The suspension was stirred under a hydrogen atmosphere at 23° until (2 hr.) the hydrogen uptake was 48 ml (theory 48.8 ml). The catalyst was removed by filtration (several filtrations were necessary to remove colloidal charcoal) through diatomaceous earth and was washed several times with methylene chloride. The filtrate was ... Reactants: solution, S(=O)=O (sulfur dioxide), BrC1=CC=C(C=C1)C(F)(F)F (4-bromobenzotrifluoride), C(CCC)[Li] (n-butyllithium). The solvent is C(C)OCC (diethyl ether), C(C)OCC (diethyl ether), CCCCCC (hexane). Conditions: temperature -20 celsius, time 20 minute. The product is FC(C1=CC=C(C=C1)S(=O)[O-])(F)F.[Li+] (lithium p-trifluoromethylphenyl sulfinate). Reaction SMILES: Br[C:2]1[CH:7]=[CH:6][C:5]([C:8]([F:11])([F:10])[F:9])=[CH:4][CH:3]=1.C([Li:16])CCC.[S:17](=[O:19])=[O:18]>C(OCC)C.CCCCCC>[F:9][C:8]([F:11])([F:10])[C:5]1[CH:6]=[CH:7][C:2]([S:17]([O-:19])=[O:18])=[CH:3][CH:4]=1.[Li+:16] |f:5.6|. Procedure details: To a solution of 4-bromobenzotrifluoride (34.2 g.) in diethyl ether at -20° to -25°C. was added over 25 minutes 71 ml. of a 1.95 M solution of n-butyllithium in hexane. After stirring an additional 20 minutes at -20°C., a solution of 20 g. of sulfur dioxide in 50 ml. of diethyl ether was added over 10 minutes at -20° to -30°C. The suspension was allowed to come to room temperature over 45 minutes and the lithium p-trifluoromethylphenyl sulfinate was isolated by centrifugation. The solid was slur... Reactants: NC=1C=C(C=CC1)CC(=O)O (3-aminophenylacetic acid), C(C)(=O)Cl (acetyl chloride). Run in CO (MeOH). Product: COC(CC1=CC(=CC=C1)N)=O ((3-Amino-phenyl)-acetic acid methyl ester), methyl ester, HCl salt. RXN SMILES: [NH2:1][C:2]1[CH:3]=[C:4]([CH2:8][C:9]([OH:11])=[O:10])[CH:5]=[CH:6][CH:7]=1.[C:12](Cl)(=O)C>CO>[CH3:12][O:10][C:9](=[O:11])[CH2:8][C:4]1[CH:5]=[CH:6][CH:7]=[C:2]([NH2:1])[CH:3]=1. Procedure: (3-Amino-phenyl)-acetic acid methyl ester was prepared by reacting 3-aminophenylacetic acid with acetyl chloride in MeOH to afford the corresponding methyl ester, HCl salt, (3.09 g, 15.324 mmol). The ester was dissolved in DMF (5 ml) with DIEA (2.67 ml, 15.324 mmol) and cooled to 0° C. To this solution was added dropwise a 0° C. solution of DMF (5 ml) containing 2,4-dichloro-1,3,5-triazine (2.297 g, 15.324 mmol) and DIEA (2.67 ml, 15.324 mmol). The reaction was stirred at ODC for 15 min and then...